From a dataset of the Open Reaction Database (ORD), a public repository of structured organic reaction records. describe an organic reaction: reactants, conditions, products, and yield The reactants are B, COC(=O)NC1CCC(=O)N2c3cc(Br)c(F)cc3Oc3cc(F)ccc3C12, C1CCOC1, CCOC(C)=O, O. Yields the product COC(=O)NC1CCCN2c3cc(Br)c(F)cc3Oc3cc(F)ccc3C12. Reaction SMILES: [BH3:1].[Br:2][c:3]1[cH:4][c:5]2[c:6]([cH:27][c:28]1[F:29])[O:7][c:8]1[c:9]([cH:22][cH:23][c:24]([F:26])[cH:25]1)[CH:10]1[N:11]2[C:12](=[O:21])[CH2:13][CH2:14][CH:15]1[NH:16][C:17]([O:18][CH3:19])=[O:20].[CH2:31]1[O:32][CH2:33][CH2:34][CH2:35]1.[CH3:36][CH2:37][O:38][C:39](=[O:40])[CH3:41].[OH2:30]>>[Br:2][c:3]1[cH:4][c:5]2[c:6]([cH:27][c:28]1[F:29])[O:7][c:8]1[c:9]([cH:22][cH:23][c:24]([F:26])[cH:25]1)[CH:10]1[N:11]2[CH2:12][CH2:13][CH2:14][CH:15]1[NH:16][C:17]([O:18][CH3:19])=[O:20]. Reactants: BrC1=C(C=CC=C1)C(C)O (1-(2-bromophenyl)ethanol), O=C(OCC(COC(CCC)=O)OC(CCC)=O)CCC (tributyrin). Run at temperature 35 celsius, time 15 day. Product: BrC1=C(C=CC=C1)[C@H](C)O ((S)-1-(2-bromophenyl)ethanol), R-1-(2-bromophenyl)-1'-butanoyloxyethane. Yield: 36.9%. RXN SMILES: [Br:1][C:2]1[CH:7]=[CH:6][CH:5]=[CH:4][C:3]=1[CH:8]([OH:10])[CH3:9].O=C(CCC)OCC(OC(=O)CCC)COC(=O)CCC>>[Br:1][C:2]1[CH:7]=[CH:6][CH:5]=[CH:4][C:3]=1[C@@H:8]([OH:10])[CH3:9]. Procedure: An enzyme (Amano CES, tradename of a lipase made by Amano Seiyaku Company) (10 g), ±-1-(2-bromophenyl)ethanol (7.0 g, 35 mmol) and tributyrin (15.9 g, 52.5 mmol) were placed in a three-necked flask, followed by agitating these materials at 35° C. for 15 days, stopping the reaction, thereafter filtering off the enzyme, concentrating the filtrate and subjecting the concentrate to silica gel chromatography to isolate the respective objective products. As a result, (S)-1-(2-bromophenyl)ethanol ([α]D... The reactants are O.[OH-].[Li+] (lithium hydroxide monohydrate), OO (hydrogen peroxide), ClC(C(=O)Cl)Cl (dichloroacetyl chloride), S(=S)(=O)([O-])[O-].[Na+].[Na+] (sodium thiosulfate), ClC(C(=O)Cl)Cl (dichloroacetyl chloride). The solvent is O (water). Conditions: time 15 second. Yields the product ClC(C(=O)OOC(C(Cl)Cl)=O)Cl (Dichloroacetyl Peroxide). Isolated yield 48.0%. RXN SMILES: [OH2:1].[OH-:2].[Li+].OO.[Cl:6][CH:7]([Cl:11])[C:8](Cl)=[O:9].S([O-])([O-])(=O)=S.[Na+].[Na+]>O>[Cl:6][CH:7]([Cl:11])[C:8]([O:1][O:2][C:8](=[O:9])[CH:7]([Cl:11])[Cl:6])=[O:9] |f:0.1.2,5.6.7|. Procedure: A beaker was loaded with 1.25 g of lithium hydroxide monohydrate (30 mmoles), 28 mL of water, 90 mL of Freon® 113, 3.07 mL of 30% aqueous hydrogen peroxide (30 mmoles), and finally 1.64 mL of dichloroacetyl chloride (17 mmoles) with ice bath cooling. An ultrasonic horn connected to a 40 Khz, 150 watt Dukane power source was immediately started up at 75% maximum power and lowered into the reaction mixture. After 15 seconds, the ultrasonic horn was turned off and the reaction mixture poured into a... The yield is 78.1%. Reaction SMILES: [C:1]([NH:4][C:5]1[CH:10]=[CH:9][C:8]([OH:11])=[CH:7][CH:6]=1)(=[O:3])[CH3:2].[H-].[Na+].S(O[CH2:25][CH:26]1[CH2:31][CH2:30][CH:29]=[CH:28][O:27]1)(C1C=CC(C)=CC=1)(=O)=O.O>CN(C)C=O>[C:1]([NH:4][C:5]1[CH:10]=[CH:9][C:8]([O:11][CH2:25][CH:26]2[CH2:31][CH2:30][CH:29]=[CH:28][O:27]2)=[CH:7][CH:6]=1)(=[O:3])[CH3:2] |f:1.2|. Reaction conditions: time 4.5 hour. Reactants: C(C)(=O)NC1=CC=C(C=C1)O (4-acetamidophenol), [H-].[Na+] (sodium hydride), O (water), S(=O)(=O)(C1=CC=C(C)C=C1)OCC1OC=CCC1 (2-tosyloxymethyl-3,4-dihydro-2H-pyran). Procedure: A solution of 831 mg of 4-acetamidophenol in 5 ml of dimethylformamide was stirred for 30 minutes at room temperature with 240 mg of 55% sodium hydride. 1.34 g of 2-tosyloxymethyl-3,4-dihydro-2H-pyran was then added and the mixture was heated, with stirring, at 90°-95° C. for 4.5 hours. The mixture was then poured into water and extracted with diethyl ether. The ethereal extract was washed with water and dried over anhydrous magnesium sulphate, after which the solvent was evaporated off. The res... Solvent: CN(C=O)C (dimethylformamide). Product: C(C)(=O)NC1=CC=C(OCC2OC=CCC2)C=C1 (2-(4-Acetamidophenoxymethyl)-3,4-dihydro-2H-pyran). The reactants are CCOC(=O)/N=N/C(=O)OCC (DEAD), N1(C=NC2=C1C=CC=C2)C[C@H](COCC2=CC=CC=C2)O ((2R)-1-Benzoimidazol-1-yl-3-benzyloxy-propan-2-ol), C1(=CC=CC=C1)P(C1=CC=CC=C1)C1=CC=CC=C1 (triphenylphosphine), C1(=CC=CC=C1)P(=O)(C1=CC=CC=C1)N=[N+]=[N-] (diphenylphosphoryl azide). The solvent is C1CCOC1 (THF). Reaction conditions: temperature 0 celsius, time 15 hour. Product: N(=[N+]=[N-])[C@@H](CN1C=NC2=C1C=CC=C2)COCC2=CC=CC=C2 ((2S)-1-(2-Azido-3-benzyloxy-propyl)-1H-benzoimidazole). Reaction SMILES: [N:1]1([CH2:10][C@@H:11](O)[CH2:12][O:13][CH2:14][C:15]2[CH:20]=[CH:19][CH:18]=[CH:17][CH:16]=2)[C:5]2[CH:6]=[CH:7][CH:8]=[CH:9][C:4]=2[N:3]=[CH:2]1.C1(P(C2C=CC=CC=2)C2C=CC=CC=2)C=CC=CC=1.C1(P([N:55]=[N+:56]=[N-:57])(C2C=CC=CC=2)=O)C=CC=CC=1.CCOC(/N=N/C(OCC)=O)=O>C1COCC1>[N:55]([C@H:11]([CH2:12][O:13][CH2:14][C:15]1[CH:20]=[CH:19][CH:18]=[CH:17][CH:16]=1)[CH2:10][N:1]1[C:5]2[CH:6]=[CH:7][CH:8]=[CH:9][C:4]=2[N:3]=[CH:2]1)=[N+:56]=[N-:57]. Procedure: To a solution of Example 441A (1.0 g, 3.54 mmol) and triphenylphosphine (1.39 g, 5.31 mmol) in anhydrous THF (30 mL) was added diphenylphosphoryl azide (1.14 mL, 5,31 mmol) at 0° C. followed by the addition of DEAD (836 μL). The reaction mixture was stirred at 0° C. for 30 mins and at room temperature for 15 hrs. The concentrated residue was then purified by flash column chromatography on silica gel eluting with 60%-80% ethyl acetate/hexanes to provide the desired product. Reactants: BrCc1ccccc1, O=C([O-])[O-], CS(=O)(=O)c1ccc(C=C2C(=NO)CCc3ccccc32)cc1, CN(C)C=O, ClCCl, [K+], [K+], O. Product: CS(=O)(=O)c1ccc(C=C2C(=NOCc3ccccc3)CCc3ccccc32)cc1. RXN SMILES: [Br:24][CH2:25][c:26]1[cH:27][cH:28][cH:29][cH:30][cH:31]1.[C:32](=[O:33])([O-:34])[O-:35].[CH3:1][S:2](=[O:3])(=[O:4])[c:5]1[cH:6][cH:7][c:8]([CH:9]=[C:10]2[C:11](=[N:20][OH:21])[CH2:12][CH2:13][c:14]3[cH:15][cH:16][cH:17][cH:18][c:19]32)[cH:22][cH:23]1.[CH3:38][N:39]([CH3:40])[CH:41]=[O:42].[Cl:43][CH2:44][Cl:45].[K+:36].[K+:37].[OH2:46]>>[CH3:1][S:2](=[O:3])(=[O:4])[c:5]1[cH:6][cH:7][c:8]([CH:9]=[C:10]2[C:11](=[N:20][O:21][CH2:25][c:26]3[cH:27][cH:28][cH:29][cH:30][cH:31]3)[CH2:12][CH2:13][c:14]3[cH:15][cH:16][cH:17][cH:18][c:19]32)[cH:22][cH:23]1. Starting materials: BrC1=CC=CC(=N1)C=O (6-bromopyridine-2-carbaldehyde), C(C)(=O)O[BH-](OC(C)=O)OC(C)=O.[Na+] (sodium triacetoxyborohydride), C(O)([O-])=O.[Na+] (sodium hydrogen carbonate), N1CCCCC1 (piperidine), C(C)(=O)O (acetic acid). Solvent: ClCCl (dichloromethane). Run at temperature 10 celsius, time 15 minute. Product: BrC1=NC(=CC=C1)CN1CCCCC1 (2-bromo-6-(piperidin-1-ylmethyl)pyridine). Isolated yield 87.1%. RXN SMILES: [Br:1][C:2]1[N:7]=[C:6]([CH:8]=O)[CH:5]=[CH:4][CH:3]=1.[NH:10]1[CH2:15][CH2:14][CH2:13][CH2:12][CH2:11]1.C(O)(=O)C.C(O[BH-](OC(=O)C)OC(=O)C)(=O)C.[Na+].C(=O)([O-])O.[Na+]>ClCCl>[Br:1][C:2]1[CH:3]=[CH:4][CH:5]=[C:6]([CH2:8][N:10]2[CH2:15][CH2:14][CH2:13][CH2:12][CH2:11]2)[N:7]=1 |f:3.4,5.6|. Procedure details: To a solution of 6-bromopyridine-2-carbaldehyde (25 g, 135 mmol) in dichloromethane (500 ml) was slowly added piperidine (12.6 g, 149 mmol) at 10° C. After stirring for 15 minutes at 10° C., acetic acid (8.9 g, 149 mmol) was added, followed by the portionwise addition of sodium triacetoxyborohydride, while the temperature was kept at 5-10° C. After stirring for 2 h at room temperature the reaction mixture was poured into a saturated aqueous solution of sodium hydrogen carbonate. The product was ...